Dataset: the Open Reaction Database (ORD), a public repository of structured organic reaction records. Task: describe an organic reaction: reactants, conditions, products, and yield Starting materials: O=Cc1ncccc1F, [Na], O=S(O)c1ccccc1. Yields the product O=Cc1ncccc1S(=O)(=O)c1ccccc1. As a reaction SMILES: [F:1][c:2]1[c:3]([CH:8]=[O:9])[n:4][cH:5][cH:6][cH:7]1.[Na:10].[c:11]1([S:17](=[O:18])[OH:19])[cH:12][cH:13][cH:14][cH:15][cH:16]1>>[c:2]1([S:17]([c:11]2[cH:12][cH:13][cH:14][cH:15][cH:16]2)(=[O:18])=[O:19])[c:3]([CH:8]=[O:9])[n:4][cH:5][cH:6][cH:7]1. Reactants: ClCCl, C[Si](C)(C)CC(N)=O, CON=C(C(=O)O)C(CBr)(OC)OC, CN(C)C=O, NC1C(=O)N2C1SCC(O)C2C(=O)O, O=P(Cl)(Cl)Cl. Yields the product CON=C(C(=O)NC1C(=O)N2C1SCC(O)C2C(=O)O)C(CBr)(OC)OC. RXN SMILES: [CH2:42]([Cl:43])[Cl:44].[CH3:15][Si:16]([CH2:17][C:18]([NH2:19])=[O:20])([CH3:21])[CH3:22].[CH3:23][O:24][N:25]=[C:26]([C:27](=[O:28])[OH:29])[C:30]([CH2:31][Br:32])([O:33][CH3:34])[O:35][CH3:36].[CH3:45][N:46]([CH3:47])[CH:48]=[O:49].[NH2:1][CH:2]1[CH:3]2[N:4]([CH:5]([C:10](=[O:11])[OH:12])[CH:6]([OH:9])[CH2:7][S:8]2)[C:13]1=[O:14].[P:37]([Cl:38])([Cl:39])([Cl:40])=[O:41]>>[NH:1]([CH:2]1[CH:3]2[N:4]([CH:5]([C:10](=[O:11])[OH:12])[CH:6]([OH:9])[CH2:7][S:8]2)[C:13]1=[O:14])[C:27]([C:26](=[N:25][O:24][CH3:23])[C:30]([CH2:31][Br:32])([O:33][CH3:34])[O:35][CH3:36])=[O:28].